This data is from the Open Reaction Database (ORD), a public repository of structured organic reaction records. The task is: describe an organic reaction: reactants, conditions, products, and yield Starting materials: CC1=CC=C(CCC(=O)NC2=C(C=CC=C2)CC(=O)O)C=C1 (2-(4'-methylhydrocinnamoylamino)phenylacetic acid), [OH-].[Na+] (sodium hydroxide). The solvent is alcohol. Product: CC1=CC=C(CCC(=O)NC2=C(C=CC=C2)CC(=O)[O-])C=C1.[Na+] (sodium 2-(4'-methylhydrocinnamoylamino)phenylacetate). As a reaction SMILES: [CH3:1][C:2]1[CH:22]=[CH:21][C:5]([CH2:6][CH2:7][C:8]([NH:10][C:11]2[CH:16]=[CH:15][CH:14]=[CH:13][C:12]=2[CH2:17][C:18]([OH:20])=[O:19])=[O:9])=[CH:4][CH:3]=1.[OH-].[Na+:24]>>[CH3:1][C:2]1[CH:3]=[CH:4][C:5]([CH2:6][CH2:7][C:8]([NH:10][C:11]2[CH:16]=[CH:15][CH:14]=[CH:13][C:12]=2[CH2:17][C:18]([O-:20])=[O:19])=[O:9])=[CH:21][CH:22]=1.[Na+:24] |f:1.2,3.4|. Reported procedure: 297 Milligrams of 2-(4'-methylhydrocinnamoylamino)phenylacetic acid were dissolved in an alcohol and an equivalent amount of sodium hydroxide was added to the solution. The solution was warmed for 30 minutes and then concentrated under reduced pressure. Ether was added to the residual liquid to precipitate crystals which were then collected by filtration to obtain sodium 2-(4'-methylhydrocinnamoylamino)phenylacetate. Starting materials: BrCc1ccccc1, C1CCOC1, Cl, O=C(O)CCc1ccc(O)cc1. Product: O=C(O)CCc1ccc(OCc2ccccc2)cc1. Reaction SMILES: [Br:13][CH2:14][c:15]1[cH:16][cH:17][cH:18][cH:19][cH:20]1.[CH2:22]1[O:23][CH2:24][CH2:25][CH2:26]1.[ClH:21].[OH:1][c:2]1[cH:3][cH:4][c:5]([CH2:8][CH2:9][C:10](=[O:11])[OH:12])[cH:6][cH:7]1>>[O:1]([c:2]1[cH:3][cH:4][c:5]([CH2:8][CH2:9][C:10](=[O:11])[OH:12])[cH:6][cH:7]1)[CH2:14][c:15]1[cH:16][cH:17][cH:18][cH:19][cH:20]1.